From a dataset of the Open Reaction Database (ORD), a public repository of structured organic reaction records. describe an organic reaction: reactants, conditions, products, and yield Reactants: C(C=C)OC1=CC=C(C(=O)OC2=CC=C(C=C2)O)C=C1 (4-hydroxyphenyl 4-allyloxybenzoate), BrCCCCBr (1,4-dibromobutane), C([O-])([O-])=O.[K+].[K+] (potassium carbonate). Solvent: C(C)C(=O)C (methyl ethyl ketone). Conditions: temperature 80 celsius, time 4 hour. The product is C(C=C)OC1=CC=C(C(=O)OC2=CC=C(C=C2)OCCCCBr)C=C1 (4-(4-Bromobutoxy)phenyl 4-allyloxybenzoate). Yield: 90.0%. Reaction SMILES: [CH2:1]([O:4][C:5]1[CH:20]=[CH:19][C:8]([C:9]([O:11][C:12]2[CH:17]=[CH:16][C:15]([OH:18])=[CH:14][CH:13]=2)=[O:10])=[CH:7][CH:6]=1)[CH:2]=[CH2:3].[Br:21][CH2:22][CH2:23][CH2:24][CH2:25]Br.C(=O)([O-])[O-].[K+].[K+]>C(C(C)=O)C>[CH2:1]([O:4][C:5]1[CH:20]=[CH:19][C:8]([C:9]([O:11][C:12]2[CH:13]=[CH:14][C:15]([O:18][CH2:25][CH2:24][CH2:23][CH2:22][Br:21])=[CH:16][CH:17]=2)=[O:10])=[CH:7][CH:6]=1)[CH:2]=[CH2:3] |f:2.3.4|. Procedure: 162.1 g (0.6 mol) of 4-hydroxyphenyl 4-allyloxybenzoate, known from U.S. Pat. No. 5,211,877, were dissolved in 3 l of methyl ethyl ketone, and 1.32 kg (6 mol) of commercial 1,4-dibromobutane, and 414 g (3 mol) of potassium carbonate were added. The mixture was heated to 80° C. with stirring and held at this temperature for 4 h. It was subsequently cooled, the remaining potassium carbonate was filtered off and the filtrate was concentrated. After the excess dibromobutane had been stripped off, th... Reactants: COC1=NC=CC=C1B(O)O ((2-(methoxy)pyridin-3-yl)boronic acid), BrC1=CC(=C(C=C1)C=1N=CC(=NC1)N)F (5-(4-bromo-2-fluorophenyl)pyrazin-2-amine). Yields the product FC1=C(C=CC(=C1)C=1C(=NC=CC1)OC)C=1N=CC(=NC1)N (5-[2-Fluoro-4-(2-methoxypyridin-3-yl)phenyl]pyrazin-2-amine). RXN SMILES: [CH3:1][O:2][C:3]1[C:8](B(O)O)=[CH:7][CH:6]=[CH:5][N:4]=1.Br[C:13]1[CH:18]=[CH:17][C:16]([C:19]2[N:20]=[CH:21][C:22]([NH2:25])=[N:23][CH:24]=2)=[C:15]([F:26])[CH:14]=1>>[F:26][C:15]1[CH:14]=[C:13]([C:8]2[C:3]([O:2][CH3:1])=[N:4][CH:5]=[CH:6][CH:7]=2)[CH:18]=[CH:17][C:16]=1[C:19]1[N:20]=[CH:21][C:22]([NH2:25])=[N:23][CH:24]=1. Procedure: The title compound was prepared using methods analogous to those described in Example 369 using (2-(methoxy)pyridin-3-yl)boronic acid and 5-(4-bromo-2-fluorophenyl)pyrazin-2-amine in Step B. MS (ESI): mass calcd. for C16H13FN4O, 296.11; m/z found, 297.1 [M+H]+. 1H NMR (400 MHz, CDCl3) δ 8.62-8.56 (m, 1H), 8.19 (dd, J=1.9, 5.0, 1H), 8.12 (d, J=1.5, 1H), 8.01-7.94 (m, 1H), 7.70-7.65 (m, 1H), 7.48-7.41 (m, 2H), 7.00 (dd, J=5.0, 7.31, 1H), 4.66 (s, 2H), 4.00 (s, 3H). The reactants are CC(C)(C)c1cc(NC(=O)Nc2cccc(O)c2)no1, Fc1cc2ncnc(Cl)c2cc1F. The product is CC(C)(C)c1cc(NC(=O)Nc2cccc(Oc3ncnc4cc(F)c(F)cc34)c2)no1. Reaction SMILES: [C:1]([CH3:2])([CH3:3])([CH3:4])[c:5]1[cH:6][c:7]([NH:10][C:11](=[O:12])[NH:13][c:14]2[cH:15][c:16]([OH:20])[cH:17][cH:18][cH:19]2)[n:8][o:9]1.[Cl:21][c:22]1[n:23][cH:24][n:25][c:26]2[cH:27][c:28]([F:33])[c:29]([F:32])[cH:30][c:31]12>>[C:1]([CH3:2])([CH3:3])([CH3:4])[c:5]1[cH:6][c:7]([NH:10][C:11](=[O:12])[NH:13][c:14]2[cH:15][c:16]([O:20][c:22]3[n:23][cH:24][n:25][c:26]4[cH:27][c:28]([F:33])[c:29]([F:32])[cH:30][c:31]34)[cH:17][cH:18][cH:19]2)[n:8][o:9]1. The reactants are step-ii, FC=1C=C(CN2N=CC(=C2)C2=CN(C3=NC=C(C=C32)C3=CC=C(C=C3)N3CCN(CC3)C(=O)OC(C)(C)C)S(=O)(=O)C3=CC=C(C)C=C3)C=CC1 (tert-butyl 4-(4-(3-(1-(3-fluorobenzyl)-1H-pyrazol-4-yl)-1-tosyl-1H-pyrrolo[2,3-b]pyridin-5-yl)phenyl)piperazine-1-carboxylate), Cl (HCl). Solvent: CCOCC (ether), CCOCC (ether). The product is Cl.FC=1C=C(CN2N=CC(=C2)C2=CN(C3=NC=C(C=C32)C3=CC=C(C=C3)N3CCNCC3)S(=O)(=O)C3=CC=C(C)C=C3)C=CC1 (3-(1-(3-fluorobenzyl)-1H-pyrazol-4-yl)-5-(4-(piperazin-1-yl)phenyl)-1-tosyl-1H-pyrrolo[2,3-b]pyridine hydrochloride). Isolated yield 80.3%. As a reaction SMILES: [F:1][C:2]1[CH:3]=[C:4]([CH:49]=[CH:50][CH:51]=1)[CH2:5][N:6]1[CH:10]=[C:9]([C:11]2[C:19]3[C:14](=[N:15][CH:16]=[C:17]([C:20]4[CH:25]=[CH:24][C:23]([N:26]5[CH2:31][CH2:30][N:29](C(OC(C)(C)C)=O)[CH2:28][CH2:27]5)=[CH:22][CH:21]=4)[CH:18]=3)[N:13]([S:39]([C:42]3[CH:48]=[CH:47][C:45]([CH3:46])=[CH:44][CH:43]=3)(=[O:41])=[O:40])[CH:12]=2)[CH:8]=[N:7]1.[ClH:52]>CCOCC>[ClH:52].[F:1][C:2]1[CH:3]=[C:4]([CH:49]=[CH:50][CH:51]=1)[CH2:5][N:6]1[CH:10]=[C:9]([C:11]2[C:19]3[C:14](=[N:15][CH:16]=[C:17]([C:20]4[CH:25]=[CH:24][C:23]([N:26]5[CH2:27][CH2:28][NH:29][CH2:30][CH2:31]5)=[CH:22][CH:21]=4)[CH:18]=3)[N:13]([S:39]([C:42]3[CH:48]=[CH:47][C:45]([CH3:46])=[CH:44][CH:43]=3)(=[O:40])=[O:41])[CH:12]=2)[CH:8]=[N:7]1 |f:3.4|. Procedure details: Using similar reaction conditions as described in step-ii of example-7, tert-butyl 4-(4-(3-(1-(3-fluorobenzyl)-1H-pyrazol-4-yl)-1-tosyl-1H-pyrrolo[2,3-b]pyridin-5-yl)phenyl)piperazine-1-carboxylate (step 1, example 39) (370 mg, 0.52 mmol) was deprotected in ether (5 ml) and HCl in ether (3 ml). This afforded 270 mg (80.35% yield) of the titled compound. MS: m/z=607.2 (M+1). Reactants: [Li+].CC(C)[N-]C(C)C (LDA), [Si](C)(C)(C(C)(C)C)O[C@H]1C[C@H](N(C1)C(=O)OC(C)(C)C)C(=O)OC ((2S,4S)-1-tert-butyl 2-methyl 4-(tert-butyldimethylsilyloxy)pyrrolidine-1,2-dicarboxylate), CI (MeI). Run in CCOCC (ether), C1CCOC1 (THF), C1CCOC1 (THF). Run at time 5 minute. The product is [Si](C)(C)(C(C)(C)C)O[C@H]1CC(N(C1)C(=O)OC(C)(C)C)(C(=O)OC)C ((4S)-1-tert-butyl 2-methyl 4-(tert-butyldimethylsilyloxy)-2-methylpyrrolidine-1,2-dicarboxylate). The yield is 127.2%. Reaction SMILES: [Li+].[CH3:2]C([N-]C(C)C)C.[Si:9]([O:16][C@@H:17]1[CH2:21][N:20]([C:22]([O:24][C:25]([CH3:28])([CH3:27])[CH3:26])=[O:23])[C@H:19]([C:29]([O:31][CH3:32])=[O:30])[CH2:18]1)([C:12]([CH3:15])([CH3:14])[CH3:13])([CH3:11])[CH3:10].CI>C1COCC1.CCOCC>[Si:9]([O:16][C@@H:17]1[CH2:21][N:20]([C:22]([O:24][C:25]([CH3:26])([CH3:28])[CH3:27])=[O:23])[C:19]([CH3:2])([C:29]([O:31][CH3:32])=[O:30])[CH2:18]1)([C:12]([CH3:15])([CH3:14])[CH3:13])([CH3:10])[CH3:11] |f:0.1|. Procedure details: LDA (2M in Heptane/THF/ethylbenzene, 48.5 ml, 97 mmol) was mixed with 100 ml THF at −78° C. and stirred for 5 mins. (2S,4S)-1-tert-butyl 2-methyl 4-(tert-butyldimethylsilyloxy)pyrrolidine-1,2-dicarboxylate (14 g, 38.92 mmol) in 80 ml THF was added dropwise at −78° C. The mixture was stirred at −40° C. for 1 hr. Then the mixture was stirred at −78° C. for 10 mins. MeI (4.85 ml, 77.8 mmol) was slowly added and the mixture was stirred from −78° C. to r.t. overnight. The mixture was diluted with eth... The reactants are FC(C(=O)O)(F)F.BrC=1C(N(C(=CC1OCC1=C(C=C(C=C1)F)F)C)CC1=NC(=NC=C1)C#N)=O (4-{[3-Bromo-4-[(2,4-difluorobenzyl)oxy]-6-methyl-2-oxopyridin-1(2H)-yl]methyl}pyrimidine-2-carbonitrile trifluoroacetate). The solvent is C(C)(C)(C)O (t-butanol). Yields the product FC(C(=O)O)(F)F.BrC=1C(N(C(=CC1OCC1=C(C=C(C=C1)F)F)C)CC1=NC(=NC=C1)O)=O (3-Bromo-4-[(2,4-difluorobenzyl)oxy]-1-[(2-hydroxypyrimidin-4-yl)methyl]-6-methylpyridin-2(1H)-one trifluoroacetate). Yield: 51.7%. As a reaction SMILES: [F:1][C:2]([F:7])([F:6])[C:3]([OH:5])=[O:4].[Br:8][C:9]1[C:10](=[O:35])[N:11]([CH2:26][C:27]2[CH:32]=[CH:31][N:30]=[C:29](C#N)[N:28]=2)[C:12]([CH3:25])=[CH:13][C:14]=1[O:15][CH2:16][C:17]1[CH:22]=[CH:21][C:20]([F:23])=[CH:19][C:18]=1[F:24]>C(O)(C)(C)C>[F:1][C:2]([F:7])([F:6])[C:3]([OH:5])=[O:4].[Br:8][C:9]1[C:10](=[O:35])[N:11]([CH2:26][C:27]2[CH:32]=[CH:31][N:30]=[C:29]([OH:4])[N:28]=2)[C:12]([CH3:25])=[CH:13][C:14]=1[O:15][CH2:16][C:17]1[CH:22]=[CH:21][C:20]([F:23])=[CH:19][C:18]=1[F:24] |f:0.1,3.4|. Reported procedure: A mixture of 4-{[3-Bromo-4-[(2,4-difluorobenzyl)oxy]-6-methyl-2-oxopyridin-1(2H)-yl]methyl}pyrimidine-2-carbonitrile trifluoroacetate (0.2 g, 0.00035 mol) potassium fluoride on aluminum oxide (0.25 g) in t-butanol (5.0 mL) was refluxed for 4 h under argon atmosphere. The reaction mixture was cooled, filtered the precipitate and washed with ethanol. The combined filtrate and washings were concentrated to dryness and the residue was purified by reverse-phase HPLC using 10-90% acetonitrile/water gr... Starting materials: BrC(C)C (2-bromopropane), FC=1C=CC(=C(C1)O)[N+](=O)[O-] (5-fluoro-2-nitrophenol), C([O-])([O-])=O.[K+].[K+] (potassium carbonate), BrC(C)C (2-bromopropane), resultant mixture. Run in CN(C=O)C (dimethyiformamide). Conditions: temperature 22 celsius, time 1 day. The product is FC1=CC(=C(C=C1)[N+](=O)[O-])OC(C)C (4-Fluoro-1-methylethoxy-1-nitrobenzene). Yield: 94.9%. Reaction SMILES: [F:1][C:2]1[CH:3]=[CH:4][C:5]([N+:9]([O-:11])=[O:10])=[C:6]([OH:8])[CH:7]=1.C(=O)([O-])[O-].[K+].[K+].Br[CH:19]([CH3:21])[CH3:20]>CN(C)C=O>[F:1][C:2]1[CH:3]=[CH:4][C:5]([N+:9]([O-:11])=[O:10])=[C:6]([O:8][CH:19]([CH3:21])[CH3:20])[CH:7]=1 |f:1.2.3|. Procedure: A suspended orange mixture of 5-fluoro-2-nitrophenol (XVIII, 10.0 g, 63.6 mmol), potassium carbonate (8.84 g, 64.0 mmol) and 2-bromopropane (6.00 mL, 63.6 mmol) in dimethyiformamide (63.0 mL) was stirred at 22° C. under argon. After 1 d, an additional 2.0 mL of 2-bromopropane was added and the resultant mixture was heated at 60° C. for 1 do The reaction mixture was then partitioned between methylene chloride and 3N NaOH. The organic layer was separated and the basic aqueous layer was extracted w...